From a dataset of the Open Reaction Database (ORD), a public repository of structured organic reaction records. describe an organic reaction: reactants, conditions, products, and yield Product: C(#N)C1=C(C=C(C=C1)NC(=O)C(C)(C)NC1=CC(=C(C(=O)NC)C=C1)F)C(F)(F)F (4-[1-(4-Cyano-3-trifluoromethyl-phenylcarbamoyl)-1-methyl-ethylamino]-2-fluoro-N-methyl-benzamide). Solvent: C(Cl)Cl (DCM). Isolated yield 30.8%. Reaction conditions: time 5 minute. The reactants are O (Water), FC=1C=C(C=CC1C(NC)=O)NC(C(=O)O)(C)C (2-(3-Fluoro-4-methylcarbamoyl-phenylamino)-2-methyl-propionic acid), NC1=CC(=C(C#N)C=C1)C(F)(F)F (4-Amino-2-(trifluoromethyl)benzonitrile), EDC1-HCl. Procedure: The title compound was made in accordance with General Method 1. 2-(3-Fluoro-4-methylcarbamoyl-phenylamino)-2-methyl-propionic acid (1.27 g) was dissolved in DCM. EDC1-HCl (1.91 g) was added to it and the reaction mixture was stirred for 5 min at RT. 4-Amino-2-(trifluoromethyl)benzonitrile (1.00 g) was added portionwise and stirring was continued for 5 h at RT. Water was added to the reaction mixture, and the product was extracted with DCM. The combined organic layer was washed with water, dried... As a reaction SMILES: [F:1][C:2]1[CH:3]=[C:4]([NH:12][C:13]([CH3:18])([CH3:17])[C:14]([OH:16])=O)[CH:5]=[CH:6][C:7]=1[C:8](=[O:11])[NH:9][CH3:10].[NH2:19][C:20]1[CH:27]=[CH:26][C:23]([C:24]#[N:25])=[C:22]([C:28]([F:31])([F:30])[F:29])[CH:21]=1.O>C(Cl)Cl>[C:24]([C:23]1[CH:26]=[CH:27][C:20]([NH:19][C:14]([C:13]([NH:12][C:4]2[CH:5]=[CH:6][C:7]([C:8]([NH:9][CH3:10])=[O:11])=[C:2]([F:1])[CH:3]=2)([CH3:18])[CH3:17])=[O:16])=[CH:21][C:22]=1[C:28]([F:29])([F:30])[F:31])#[N:25]. The product is O=C(O)c1c(-c2c(F)cccc2Cl)noc1-c1ccccc1. Starting materials: C1CCOC1, COC(=O)c1c(-c2c(F)cccc2Cl)noc1-c1ccccc1, CO, CCOC(C)=O, Cl, [Na+], [OH-], O. As a reaction SMILES: [CH2:29]1[O:30][CH2:31][CH2:32][CH2:33]1.[CH3:1][O:2][C:3](=[O:4])[c:5]1[c:6](-[c:16]2[c:17]([Cl:23])[cH:18][cH:19][cH:20][c:21]2[F:22])[n:7][o:8][c:9]1-[c:10]1[cH:11][cH:12][cH:13][cH:14][cH:15]1.[CH3:27][OH:28].[CH3:34][CH2:35][O:36][C:37](=[O:38])[CH3:39].[ClH:26].[Na+:25].[OH-:24].[OH2:40]>>[O:2]=[C:3]([OH:4])[c:5]1[c:6](-[c:16]2[c:17]([Cl:23])[cH:18][cH:19][cH:20][c:21]2[F:22])[n:7][o:8][c:9]1-[c:10]1[cH:11][cH:12][cH:13][cH:14][cH:15]1. Starting materials: COCCCCCCCS(=O)(=O)c1ccc(C(=O)OC)cc1, CCO, [Na+], C1CCOC1, [OH-]. Product: COCCCCCCCS(=O)(=O)c1ccc(C(=O)O)cc1. RXN SMILES: [CH3:1][O:2][CH2:3][CH2:4][CH2:5][CH2:6][CH2:7][CH2:8][CH2:9][S:10](=[O:11])(=[O:12])[c:13]1[cH:14][cH:15][c:16]([C:19](=[O:20])[O:21][CH3:22])[cH:17][cH:18]1.[CH3:25][CH2:26][OH:27].[Na+:24].[O:28]1[CH2:29][CH2:30][CH2:31][CH2:32]1.[OH-:23]>>[CH3:1][O:2][CH2:3][CH2:4][CH2:5][CH2:6][CH2:7][CH2:8][CH2:9][S:10](=[O:11])(=[O:12])[c:13]1[cH:14][cH:15][c:16]([C:19](=[O:20])[OH:21])[cH:17][cH:18]1. The reactants are C1CCOC1, COC(=O)Cc1ccc2nc(Nc3ccccc3C)oc2c1F, [Na+], [OH-]. Product: Cc1ccccc1Nc1nc2ccc(CC(=O)O)c(F)c2o1. Reaction SMILES: [CH2:26]1[O:27][CH2:28][CH2:29][CH2:30]1.[F:1][c:2]1[c:3]([CH2:19][C:20](=[O:21])[O:22][CH3:23])[cH:4][cH:5][c:6]2[n:7][c:8]([NH:11][c:12]3[c:13]([CH3:18])[cH:14][cH:15][cH:16][cH:17]3)[o:9][c:10]12.[Na+:25].[OH-:24]>>[F:1][c:2]1[c:3]([CH2:19][C:20](=[O:21])[OH:22])[cH:4][cH:5][c:6]2[n:7][c:8]([NH:11][c:12]3[c:13]([CH3:18])[cH:14][cH:15][cH:16][cH:17]3)[o:9][c:10]12. The reactants are NCC1=CC=C(C(=O)O)C=C1 (4-Aminomethyl-benzoic acid), ClC1=CC=C(C=C1)C1=C(C(=NN1C1=C(C=C(C=C1)Cl)Cl)COC(C(=O)O)(C)C)C (2-[5-(4-Chloro-phenyl)-1-(2,4-dichloro-phenyl)-4-methyl-1H-pyrazol-3-ylmethoxy]-2-methyl-propionic acid), Cl.CN(CCCN=C=NCC)C (N-(3-dimethylaminopropyl)-N′-ethylcarbodiimide hydrochloride), FC1=C(C(=C(C(=C1O)F)F)F)F (pentafluorophenol). The solvent is CN(C)C=O (DMF), CN(C)C=O (DMF), O (water). Run at time 3 hour. Yields the product ClC1=CC=C(C=C1)C1=C(C(=NN1C1=C(C=C(C=C1)Cl)Cl)COC(C(=O)NCC1=CC=C(C(=O)O)C=C1)(C)C)C (4-({2-[5-(4-Chloro-phenyl)-1-(2,4-dichloro-phenyl)-4-methyl-1H-pyrazol-3-ylmethoxy]-2-methyl-propionylamino}-methyl)-benzoic acid). RXN SMILES: [Cl:1][C:2]1[CH:7]=[CH:6][C:5]([C:8]2[N:12]([C:13]3[CH:18]=[CH:17][C:16]([Cl:19])=[CH:15][C:14]=3[Cl:20])[N:11]=[C:10]([CH2:21][O:22][C:23]([CH3:28])([CH3:27])[C:24](O)=[O:25])[C:9]=2[CH3:29])=[CH:4][CH:3]=1.Cl.CN(C)CCCN=C=NCC.FC1C(O)=C(F)C(F)=C(F)C=1F.[NH2:54][CH2:55][C:56]1[CH:64]=[CH:63][C:59]([C:60]([OH:62])=[O:61])=[CH:58][CH:57]=1>CN(C=O)C.O>[Cl:1][C:2]1[CH:3]=[CH:4][C:5]([C:8]2[N:12]([C:13]3[CH:18]=[CH:17][C:16]([Cl:19])=[CH:15][C:14]=3[Cl:20])[N:11]=[C:10]([CH2:21][O:22][C:23]([CH3:27])([CH3:28])[C:24]([NH:54][CH2:55][C:56]3[CH:57]=[CH:58][C:59]([C:60]([OH:62])=[O:61])=[CH:63][CH:64]=3)=[O:25])[C:9]=2[CH3:29])=[CH:6][CH:7]=1 |f:1.2|. Procedure: To a solution of 710 mg of 2-[5-(4-Chloro-phenyl)-1-(2,4-dichloro-phenyl)-4-methyl-1H-pyrazol-3-ylmethoxy]-2-methyl-propionic acid in 5 ml of DMF, 360 mg of N-(3-dimethylaminopropyl)-N′-ethylcarbodiimide hydrochloride (EDC), 345 mg of pentafluorophenol and 392 mg of NEM were added and the reaction mixture was stirred for 3 h at room temperature. Then, 353 mg of 4-Aminomethyl-benzoic acid and 540 mg of NEM in 5 ml of DMF were added. After 16 h the reaction mixture was diluted with water and filte... The reactants are C[O-], COC(=O)OC, Cl, [Na+], O=C1CCCCc2ccc(OCc3ccc(-c4ccccc4)cc3)cc21. Yields the product COC(=O)C1CCCc2ccc(OCc3ccc(-c4ccccc4)cc3)cc2C1=O. Reaction SMILES: [CH3:27][O-:28].[CH3:31][O:32][C:33](=[O:34])[O:35][CH3:36].[ClH:30].[Na+:29].[c:1]1(-[c:7]2[cH:8][cH:9][c:10]([CH2:11][O:12][c:13]3[cH:14][c:15]4[c:16]([cH:23][cH:24]3)[CH2:17][CH2:18][CH2:19][CH2:20][C:21]4=[O:22])[cH:25][cH:26]2)[cH:2][cH:3][cH:4][cH:5][cH:6]1>>[c:1]1(-[c:7]2[cH:8][cH:9][c:10]([CH2:11][O:12][c:13]3[cH:14][c:15]4[c:16]([cH:23][cH:24]3)[CH2:17][CH2:18][CH2:19][CH:20]([C:33]([O:32][CH3:31])=[O:34])[C:21]4=[O:22])[cH:25][cH:26]2)[cH:2][cH:3][cH:4][cH:5][cH:6]1. Starting materials: CC([C@H](NC(=O)OCCCC=C)C(=O)O)(C)C (3-methyl-N-[(pent-4-enyloxy)carbonyl]-L-valine), C(CCCC#C)O (hex-5-yn-1-ol). Yields the product C(CCCC#C)OC(=O)N[C@@H](C(C)(C)C)C(=O)O (N-[(Hex-5-yn-1-yloxy)carbonyl]-3-methyl-L-valine). Reaction SMILES: [CH3:1][C:2]([CH3:17])([CH3:16])[C@@H:3]([C:13]([OH:15])=[O:14])[NH:4][C:5]([O:7][CH2:8][CH2:9][CH2:10][CH:11]=[CH2:12])=[O:6].[CH2:18](O)CCCC#C>>[CH2:8]([O:7][C:5]([NH:4][C@H:3]([C:13]([OH:15])=[O:14])[C:2]([CH3:17])([CH3:16])[CH3:1])=[O:6])[CH2:9][CH2:10][CH2:11][C:12]#[CH:18]. Procedure: N-[(Hex-5-yn-1-yloxy)carbonyl]-3-methyl-L-valine was prepared according to the procedure for 3-methyl-N-[(pent-4-enyloxy)carbonyl]-L-valine by using hex-5-yn-1-ol instead of 4-pentenol. LRMS (ESI) m/z 256.2 [(M+H)+; calcd for C13H22NO4: 256.1]. The reactants are CC1(C=2C=CC(=CC2C(CC1)(C)C)C(COC1=CC=C(C=C1)C(=O)OCC)=O)C (1-(5,6,7,8-tetrahydro-5,5,8,8-tetramethyl-2-naphthyl)-2-(4-ethoxycarbonylphenoxy)ethanone), [OH-].[K+] (potassium hydroxide), ice water. Solvent: C(C)O.O.CS(=O)C (ethanol water dimethyl sulfoxide). Yields the product CC1(C=2C=CC(=CC2C(CC1)(C)C)C(COC1=CC=C(C=C1)C(=O)O)=O)C (1-(5,6,7,8-tetrahydro-5,5,8,8-tetramethyl-2-naphthyl)-2-(4-carboxyphenoxy)ethanone). Isolated yield 50.9%. Reaction SMILES: [CH3:1][C:2]1([CH3:29])[CH2:11][CH2:10][C:9]([CH3:13])([CH3:12])[C:8]2[CH:7]=[C:6]([C:14](=[O:28])[CH2:15][O:16][C:17]3[CH:22]=[CH:21][C:20]([C:23]([O:25]CC)=[O:24])=[CH:19][CH:18]=3)[CH:5]=[CH:4][C:3]1=2.[OH-].[K+]>C(O)C.O.CS(C)=O>[CH3:1][C:2]1([CH3:29])[CH2:11][CH2:10][C:9]([CH3:12])([CH3:13])[C:8]2[CH:7]=[C:6]([C:14](=[O:28])[CH2:15][O:16][C:17]3[CH:22]=[CH:21][C:20]([C:23]([OH:25])=[O:24])=[CH:19][CH:18]=3)[CH:5]=[CH:4][C:3]1=2 |f:1.2,3.4.5|. Procedure details: 6 g (15 mmol) of 1-(5,6,7,8-tetrahydro-5,5,8,8-tetramethyl-2-naphthyl)-2-(4-ethoxycarbonylphenoxy)ethanone (from Example 5) were stirred with 5 g of potassium hydroxide in 90 ml of ethanol/water/dimethyl sulfoxide (5:3:1) at 80° C. for 5 min and poured into ice-water, the alkaline solution was extracted with ether and the extract was discarded, and then the pH was adjusted to 3 with concentrated hydrochloric acid, and the acid solution was extracted with ethyl acetate. The latter extract was was... Starting materials: resultant mixture, C1(=CC=CC=2C(C3=CC=CC=C3C(C12)=O)=O)S(=O)(=O)[O-].[Na+] (sodium 9,10-anthraquinone-1-sulfonate), [Ag]=O (silver oxide), C1(=CC=CC=2C(C3=CC=CC=C3C(C12)=O)=O)S(=O)(=O)O (9,10-anthraquinone-1-sulfonic acid). Run in O (water). The product is C1(=CC=CC=2C(C3=CC=CC=C3C(C12)=O)=O)S(=O)(=O)[O-].[Ag+] (silver 9,10-anthraquinone-1-sulfonate). As a reaction SMILES: [C:1]1([S:17]([O-:20])(=[O:19])=[O:18])[C:14]2[C:13](=[O:15])[C:12]3[C:7](=[CH:8][CH:9]=[CH:10][CH:11]=3)[C:6](=[O:16])[C:5]=2[CH:4]=[CH:3][CH:2]=1.[Na+].C1(S(O)(=O)=O)C2C(=O)C3C(=CC=CC=3)C(=O)C=2C=CC=1.[Ag:42]=O>O>[C:1]1([S:17]([O-:20])(=[O:18])=[O:19])[C:14]2[C:13](=[O:15])[C:12]3[C:7](=[CH:8][CH:9]=[CH:10][CH:11]=3)[C:6](=[O:16])[C:5]=2[CH:4]=[CH:3][CH:2]=1.[Ag+:42] |f:0.1,5.6|. Reported procedure: Five parts of sodium 9,10-anthraquinone-1-sulfonate was dissolved in 400.0 parts of ion-exchanged water at 45° C. The obtained solution was, passed through a column packed with 6.9 parts of an ion-exchanged resin (DUOLITE C20) to obtain a solution containing 9,10-anthraquinone-1-sulfonic acid. To the obtained solution, 2.0 parts' of silver oxide was added and the resultant mixture was stirred over night. The mixture was filtrated to obtain 3.9 parts of silver 9,10-anthraquinone-1-sulfonate. Reactants: ClB(Cl)Cl, ClCCl, COC(=O)c1ccc(-c2cc3ccccc3c(O)c2C)cc1OC. The product is COC(=O)c1ccc(-c2cc3ccccc3c(O)c2C)cc1O. Reaction SMILES: [B:25]([Cl:26])([Cl:27])[Cl:28].[CH2:29]([Cl:30])[Cl:31].[CH3:1][c:2]1[c:3]([OH:24])[c:4]2[cH:5][cH:6][cH:7][cH:8][c:9]2[cH:10][c:11]1-[c:12]1[cH:13][c:14]([O:22][CH3:23])[c:15]([C:18](=[O:19])[O:20][CH3:21])[cH:16][cH:17]1>>[CH3:1][c:2]1[c:3]([OH:24])[c:4]2[cH:5][cH:6][cH:7][cH:8][c:9]2[cH:10][c:11]1-[c:12]1[cH:13][c:14]([OH:22])[c:15]([C:18](=[O:19])[O:20][CH3:21])[cH:16][cH:17]1.